Dataset: the Open Reaction Database (ORD), a public repository of structured organic reaction records. Task: describe an organic reaction: reactants, conditions, products, and yield As a reaction SMILES: [CH2:19]1[O:20][CH2:21][O:22][CH2:23][O:24]1.[CH3:1][c:2]1[cH:3][c:4]([NH:5][c:6]2[n:7][n:8][cH:9][c:10]3[cH:11][cH:12][cH:13][cH:14][c:15]23)[cH:16][cH:17][cH:18]1.[CH3:33][C:34]#[N:35].[OH2:32].[OH:25][C:26]([C:27]([F:28])([F:29])[F:30])=[O:31]>>[CH3:1][c:2]1[cH:3][c:4]([NH:5][c:6]2[n:7][n:8][c:9]([CH:19]3[O:20][CH2:21][O:22][CH2:23][O:24]3)[c:10]3[cH:11][cH:12][cH:13][cH:14][c:15]23)[cH:16][cH:17][cH:18]1. Starting materials: C1OCOCO1, Cc1cccc(Nc2nncc3ccccc23)c1, CC#N, O, O=C(O)C(F)(F)F. Product: Cc1cccc(Nc2nnc(C3OCOCO3)c3ccccc23)c1. The reactants are C(C)(=O)NC=1C=CC(=C(C1)N1N=C(N(C1=O)CC1=C(C=C(C=C1)C1=C(C=CC(=C1)CCC)S(N)(=O)=O)F)CCCC)Cl (2-[5-(acetylamino)-2-chlorophenyl]-5-n-butyl-2,4-dihydro-4-[(3-fluoro-5'-n-propyl-2'-sulfamoylbiphenyl-4-yl)methyl]-3H-1,2,4-triazol-3-one), ClC1=C(C(=O)O)C=CC=C1 (2-chlorobenzoic acid), C1=CN(C=N1)C(=O)N2C=CN=C2 (CDI), C1CCC2=NCCCN2CC1 (DBU). Product: C(C)(=O)NC=1C=CC(=C(C1)N1N=C(N(C1=O)CC1=C(C=C(C=C1)C1=C(C=CC(=C1)CCC)S(NC(C1=C(C=CC=C1)Cl)=O)(=O)=O)F)CCCC)Cl (2-[5-(Acetylamino)-2-chlorophenyl]-5-n-butyl-4-[[2'-[N-(2-chlorobenzoyl)-sulfamoyl]-3-fluoro-5'-n-propylbiphenyl-4-yl]methyl]-2,4-dihydro-3H-1,2,4-triazol-3-one). Isolated yield 56.0%. Reaction SMILES: [C:1]([NH:4][C:5]1[CH:6]=[CH:7][C:8]([Cl:42])=[C:9]([N:11]2[C:15](=[O:16])[N:14]([CH2:17][C:18]3[CH:23]=[CH:22][C:21]([C:24]4[CH:29]=[C:28]([CH2:30][CH2:31][CH3:32])[CH:27]=[CH:26][C:25]=4[S:33](=[O:36])(=[O:35])[NH2:34])=[CH:20][C:19]=3[F:37])[C:13]([CH2:38][CH2:39][CH2:40][CH3:41])=[N:12]2)[CH:10]=1)(=[O:3])[CH3:2].[Cl:43][C:44]1[CH:52]=[CH:51][CH:50]=[CH:49][C:45]=1[C:46](O)=[O:47].C1N=CN(C(N2C=NC=C2)=O)C=1.C1CCN2C(=NCCC2)CC1>>[C:1]([NH:4][C:5]1[CH:6]=[CH:7][C:8]([Cl:42])=[C:9]([N:11]2[C:15](=[O:16])[N:14]([CH2:17][C:18]3[CH:23]=[CH:22][C:21]([C:24]4[CH:29]=[C:28]([CH2:30][CH2:31][CH3:32])[CH:27]=[CH:26][C:25]=4[S:33](=[O:36])(=[O:35])[NH:34][C:46](=[O:47])[C:45]4[CH:49]=[CH:50][CH:51]=[CH:52][C:44]=4[Cl:43])=[CH:20][C:19]=3[F:37])[C:13]([CH2:38][CH2:39][CH2:40][CH3:41])=[N:12]2)[CH:10]=1)(=[O:3])[CH3:2]. Procedure: Reaction of 2-[5-(acetylamino)-2-chlorophenyl]-5-n-butyl-2,4-dihydro-4-[(3-fluoro-5'-n-propyl-2'-sulfamoylbiphenyl-4-yl)methyl]-3H-1,2,4-triazol-3-one (from Step E) with 2-chlorobenzoic acid (2 equivalents), CDI (2 equiv), and DBU (2 equiv) according to the procedure of Example 69 gave a 56% yield of the title compound as a white, glassy solid, mp 144°-146° C.; homogeneous by TLC (95:5 CH2Cl2 --MeOH); mass spectrum (FAB) m/e 752 (M+1)+. Reaction SMILES: [Br:1][c:2]1[c:3]([F:12])[c:4]2[c:5]([n:6][cH:7]1)[nH:8][cH:9][c:10]2[NH2:11].[CH2:13]([CH3:14])[CH:15]([C:16](=[O:17])[Cl:18])[CH2:19][CH3:20].[Li+:22].[OH-:21].[OH2:23].[cH:24]1[cH:25][cH:26][n:27][cH:28][cH:29]1>>[Br:1][c:2]1[c:3]([F:12])[c:4]2[c:5]([n:6][cH:7]1)[nH:8][cH:9][c:10]2[NH:11][C:16]([CH:15]([CH2:13][CH3:14])[CH2:19][CH3:20])=[O:17]. Reactants: Nc1c[nH]c2ncc(Br)c(F)c12, CCC(CC)C(=O)Cl, [Li+], [OH-], O, c1ccncc1. The product is CCC(CC)C(=O)Nc1c[nH]c2ncc(Br)c(F)c12. Reactants: CCCCOCC1CCC(CCc2ccc(C(=O)Cl)cc2)CC1, Cc1ccccc1, N#Cc1c(F)cc(O)cc1F, O, c1ccncc1. The product is CCCCOCC1CCC(CCc2ccc(C(=O)Oc3cc(F)c(C#N)c(F)c3)cc2)CC1. RXN SMILES: [CH2:25]([CH2:26][CH2:27][CH3:28])[O:29][CH2:30][CH:31]1[CH2:32][CH2:33][CH:34]([CH2:37][CH2:38][c:39]2[cH:40][cH:41][c:42]([C:43](=[O:44])[Cl:45])[cH:46][cH:47]2)[CH2:35][CH2:36]1.[CH3:18][c:19]1[cH:20][cH:21][cH:22][cH:23][cH:24]1.[F:1][c:2]1[c:3]([C:4]#[N:5])[c:6]([F:11])[cH:7][c:8]([OH:10])[cH:9]1.[OH2:48].[cH:12]1[cH:13][cH:14][n:15][cH:16][cH:17]1>>[F:1][c:2]1[c:3]([C:4]#[N:5])[c:6]([F:11])[cH:7][c:8]([O:10][C:43]([c:42]2[cH:41][cH:40][c:39]([CH2:38][CH2:37][CH:34]3[CH2:33][CH2:32][CH:31]([CH2:30][O:29][CH2:25][CH2:26][CH2:27][CH3:28])[CH2:36][CH2:35]3)[cH:47][cH:46]2)=[O:44])[cH:9]1. Starting materials: [OH-].[Na+] (sodium hydroxide), OO (hydrogen peroxide), B(F)(F)F (borontrifluoride), C(C1=CC=CC=C1)O[C@H](C=C)CCCCC (3(S)-benzyloxy-1-octene), [BH4-].[Na+] (sodium borohydride). Run in O (water), ice water, O1CCCC1 (tetrahydrofuran), O1CCCC1 (tetrahydrofuran). Conditions: time 0.5 hour. The product is C(C1=CC=CC=C1)O[C@H](CCO)CCCCC (3(S)-Benzyloxy-1-octanol). Yield: 100.0%. RXN SMILES: B(F)(F)F.[CH2:5]([O:12][C@@H:13]([CH2:16][CH2:17][CH2:18][CH2:19][CH3:20])[CH:14]=[CH2:15])[C:6]1[CH:11]=[CH:10][CH:9]=[CH:8][CH:7]=1.[BH4-].[Na+].[OH-:23].[Na+].OO>O1CCCC1.O>[CH2:5]([O:12][C@@H:13]([CH2:16][CH2:17][CH2:18][CH2:19][CH3:20])[CH2:14][CH2:15][OH:23])[C:6]1[CH:11]=[CH:10][CH:9]=[CH:8][CH:7]=1 |f:2.3,4.5|. Procedure details: A solution of borontrifluoride. etherate (2.1ml.; 16.7 millimole) in dry tetrahydrofuran (5 ml.) is added dropwise to a stirred mixture of 3(S)-benzyloxy-1-octene (2.19 g., 10 millimole) and sodium borohydride (0.47 g., 12.5 millimole) in dry tetrahydrofuran (25 ml.) maintained at 0° to 5° C. under a nitrogen atmosphere. The resulting reaction mixture is warmed to and maintained at room temperature for 15 hours. After cooling to 0° to 5° C., the reaction mixture is treated cautiously via success... Starting materials: ethyl ester, N(=[N+]=[N-])CCN(N=CC1=CC=CC=C1)C(C(=O)OCC)=O ([1-(2-Azidoethyl)-2-(phenylmethylene)hydrazino]oxoacetic acid, ethyl ester), [H][H] (hydrogen). Reagents/catalysts: [Pd].CC(=O)[O-].CC(=O)[O-].[Pb+2] (Lindlar catalyst). Solvent: C(C)O (ethanol). The product is C1(=CC=CC=C1)C=NN1C(C(NCC1)=O)=O (1-[(Phenylmethylene)amino]-2,3-piperazinedione). RXN SMILES: [N:1]([CH2:4][CH2:5][N:6]([C:15](=[O:21])[C:16](OCC)=[O:17])[N:7]=[CH:8][C:9]1[CH:14]=[CH:13][CH:12]=[CH:11][CH:10]=1)=[N+]=[N-].[H][H]>[Pd].CC([O-])=O.CC([O-])=O.[Pb+2].C(O)C>[C:9]1([CH:8]=[N:7][N:6]2[CH2:5][CH2:4][NH:1][C:16](=[O:17])[C:15]2=[O:21])[CH:14]=[CH:13][CH:12]=[CH:11][CH:10]=1 |f:2.3.4.5|. Procedure: 2 g. of the ethyl ester product from part (d) are dissolved in 100 ml. of ethanol. 0.5 g. of Lindlar catalyst are added and the reaction mixture is stirred for four hours at room temperature under two atmospheres of hydrogen. At intervals the reaction mixture is filtered. After completion of the slow absorption of hydrogen, the reaction solution is flooded with nitrogen and then heated to a boil. This mixture is filtered while hot and after cooling 1 g. of crude product is obtained from the filt... The reactants are ClC1=NC=C(C2=CC=C(C=C12)S(=O)(=O)N[C@H]1CC[C@H](CC1)C(=O)OC(C)(C)C)Cl (t-butyl cis-4-{[(1,4-dichloro-7-isoquinolinyl)sulphonyl]amino}cyclohexanecarboxylate), NC(=N)N (guanidine), Cl.ClC1=CN=C(C2=CC(=CC=C12)S(=O)(=O)N[C@H]1CC[C@H](CC1)C(=O)O)NC(=N)N (cis-4-{[(4-Chloro-1-guanidino-7-isoquinolinyl)sulphonyl]amino}cyclohexanecarboxylic acid hydrochloride), [H-].[Na+] (NaH). Run in C1(=CC=CC=C1)C.CCOC(=O)C (PhMe EtOAc), CCCCCC.CCOC(=O)C (hexane EtOAc), CC(=O)N(C)C (DMA), COCCOC (DME), COCCOC (DME), COCCOC (DME). Conditions: temperature 60 celsius. Yields the product ClC1=CN=C(C2=CC(=CC=C12)S(=O)(=O)N[C@H]1CC[C@H](CC1)C(=O)OC(C)(C)C)NC(=N)N (t-butyl cis-4-{[(4-chloro-1-guanidino-7-isoquinolinyl)sulphonyl]amino}cyclohexanecarboxylate). Isolated yield 68.0%. Reaction SMILES: Cl.[Cl:2][C:3]1[C:12]2[C:7](=[CH:8][C:9]([S:13]([NH:16][C@@H:17]3[CH2:22][CH2:21][C@H:20]([C:23]([OH:25])=[O:24])[CH2:19][CH2:18]3)(=[O:15])=[O:14])=[CH:10][CH:11]=2)[C:6]([NH:26][C:27]([NH2:29])=[NH:28])=[N:5][CH:4]=1.[H-].[Na+].ClC1[C:42]2[C:37](=[CH:38]C=C(S(N[C@@H]3CC[C@H](C(OC(C)(C)C)=O)CC3)(=O)=O)C=2)[C:36](Cl)=CN=1.NC(N)=N>COCCOC.C1(C)C=CC=CC=1.CCOC(C)=O.CCCCCC.CCOC(C)=O.CC(N(C)C)=O>[Cl:2][C:3]1[C:12]2[C:7](=[CH:8][C:9]([S:13]([NH:16][C@@H:17]3[CH2:22][CH2:21][C@H:20]([C:23]([O:25][C:37]([CH3:42])([CH3:38])[CH3:36])=[O:24])[CH2:19][CH2:18]3)(=[O:14])=[O:15])=[CH:10][CH:11]=2)[C:6]([NH:26][C:27]([NH2:29])=[NH:28])=[N:5][CH:4]=1 |f:0.1,2.3,7.8,9.10|. Procedure: cis-4-{[(4-Chloro-1-guanidino-7-isoquinolinyl)sulphonyl]amino}cyclohexanecarboxylic acid hydrochloride ##STR58## Guanidine hydrochloride (286 mg, 3.0 mmol) was added in one portion to a stirred suspension of NaH (56 mg, 80% dispersion by wt in mineral oil, 1.82 mmol) in DME (5 mL) and the mixture was heated at 60° C. under N2 for 30 min. A solution of t-butyl cis-4-{[(1,4-dichloro-7-isoquinolinyl)sulphonyl]amino}cyclohexanecarboxylate (346 mg, 0.75 mmol) in DME (15 mL) was added and the mixture ...